Task: describe an organic reaction: reactants, conditions, products, and yield. Dataset: the Open Reaction Database (ORD), a public repository of structured organic reaction records Reactants: COC=1C=C(C=CC1OC)C1=NNC([C@H]2CC=CC[C@@H]12)=O ((cis)-4-(3,4-Dimethoxyphenyl)-4a,5,8,8a-tetrahydro-2H-phthalazin-1-one), BrCCCCCC (1-bromohexane), COC=1C=C(C=CC1OC)C1=NN(C([C@H]2CCCC[C@@H]12)=O)C ((cis)-4-(3,4-Dimethoxyphenyl)-2-methyl-4a,5,6,7,8,8a-hexahydro-2H-phthalazin-1-one). Yields the product COC=1C=C(C=CC1OC)C1=NN(C([C@H]2CC=CC[C@@H]12)=O)CCCCCC ((cis)-4-(3,4-Dimethoxyphenyl)-2-(n-hexyl)-4a,5,8,8a-tetrahydro-2-H-phthalazin-1-one). As a reaction SMILES: [CH3:1][O:2][C:3]1[CH:4]=[C:5]([C:11]2[C@H:20]3[C@H:15]([CH2:16][CH:17]=[CH:18][CH2:19]3)[C:14](=[O:21])[NH:13][N:12]=2)[CH:6]=[CH:7][C:8]=1[O:9][CH3:10].Br[CH2:23][CH2:24][CH2:25][CH2:26][CH2:27][CH3:28].COC1C=C(C2[C@H]3[C@H](CCCC3)C(=O)N(C)N=2)C=CC=1OC>>[CH3:1][O:2][C:3]1[CH:4]=[C:5]([C:11]2[C@H:20]3[C@H:15]([CH2:16][CH:17]=[CH:18][CH2:19]3)[C:14](=[O:21])[N:13]([CH2:23][CH2:24][CH2:25][CH2:26][CH2:27][CH3:28])[N:12]=2)[CH:6]=[CH:7][C:8]=1[O:9][CH3:10]. Procedure: Prepared from compound 3 and 1-bromohexane as described for compound 8. Purified by chromatography; crystallized from petroleum ether (60-80° C.) at -20° C. M.p. 74-75° C.